From a dataset of the Open Reaction Database (ORD), a public repository of structured organic reaction records. describe an organic reaction: reactants, conditions, products, and yield Solvent: CN(C)C=O (DMF). Reaction conditions: temperature 80 celsius. Reported procedure: A mixture of compound 22 (3.20 g, 17.82 mmol), p-methoxybenzyl chloride (8.37 g, 53.45 mmol), K2OC3 (7.38 g, 53.45 mmol), and n-Bu4NI (1.65 g, 4.45 mmol) in anhydrous DMF (20 mL) was heated at 80° C. for 10 hours. The reaction mixture was extracted with ethyl acetate (3×100 mL), washed with water, dried over Na2SO4, filtered, and concentrated. The crude material was purified by silica gel column chromatography (Hexane/EtOAc, 3:2) to give 4.75 g (89%) of 23 as yellow solid. 1H NMR (400 MHz, CDCl3... Product: ClC1=CC=NC2=C(C=CC=C12)OCC1=CC=C(C=C1)OC (4-Chloro-8-((4-methoxybenzyl)oxy)quinoline). Yield: 88.9%. Reagents/catalysts: [N+](CCCC)(CCCC)(CCCC)CCCC.[I-] (n-Bu4NI). RXN SMILES: [Cl:1][C:2]1[C:11]2[C:6](=[C:7]([OH:12])[CH:8]=[CH:9][CH:10]=2)[N:5]=[CH:4][CH:3]=1.[CH3:13][O:14][C:15]1[CH:22]=[CH:21][C:18]([CH2:19]Cl)=[CH:17][CH:16]=1>[N+](CCCC)(CCCC)(CCCC)CCCC.[I-].CN(C=O)C>[Cl:1][C:2]1[C:11]2[C:6](=[C:7]([O:12][CH2:19][C:18]3[CH:21]=[CH:22][C:15]([O:14][CH3:13])=[CH:16][CH:17]=3)[CH:8]=[CH:9][CH:10]=2)[N:5]=[CH:4][CH:3]=1 |f:2.3|. The reactants are ClC1=CC=NC2=C(C=CC=C12)O (4-Chloroquinolin-8-ol), COC1=CC=C(CCl)C=C1 (p-methoxybenzyl chloride). Reactants: CO, [H][H], Cn1c(=O)sc2cc([N+](=O)[O-])ccc21, C1CCOC1. The product is Cn1c(=O)sc2cc(N)ccc21. As a reaction SMILES: [CH3:17][OH:18].[H:15][H:16].[N+:1]([O-:2])(=[O:3])[c:4]1[cH:5][c:6]2[c:7]([n:8]([CH3:12])[c:9](=[O:11])[s:10]2)[cH:13][cH:14]1.[O:19]1[CH2:20][CH2:21][CH2:22][CH2:23]1>>[NH2:1][c:4]1[cH:5][c:6]2[c:7]([n:8]([CH3:12])[c:9](=[O:11])[s:10]2)[cH:13][cH:14]1. Starting materials: COC1=CC2=C(CC(N(CC2)CCCCl)=O)C=C1OC (3-(7,8-dimethoxy-1,3,4,5-tetrahydro-2H-3-benzazepin-2-on-3-yl)-1-chloropropane), NC1=C(C=C(C=C1Cl)NCCCN)Cl (3-(4-amino-3,5-dichlorophenylamino)-propylamine). Yields the product COC1=CC2=C(CC(N(CC2)CCCNCCCNC2=CC(=C(C(=C2)Cl)N)Cl)=O)C=C1OC (N-[3-(7,8-Dimethoxy-1,3,4,5-tetrahydro-2H-3-benzazepin-2-on-3-yl)-propyl]-3-(4-amino-3,5-dichlorophenylamino)-propylamine). RXN SMILES: [CH3:1][O:2][C:3]1[C:18]([O:19][CH3:20])=[CH:17][C:6]2[CH2:7][C:8](=[O:16])[N:9]([CH2:12][CH2:13][CH2:14]Cl)[CH2:10][CH2:11][C:5]=2[CH:4]=1.[NH2:21][C:22]1[C:27]([Cl:28])=[CH:26][C:25]([NH:29][CH2:30][CH2:31][CH2:32][NH2:33])=[CH:24][C:23]=1[Cl:34]>>[CH3:1][O:2][C:3]1[C:18]([O:19][CH3:20])=[CH:17][C:6]2[CH2:7][C:8](=[O:16])[N:9]([CH2:12][CH2:13][CH2:14][NH:33][CH2:32][CH2:31][CH2:30][NH:29][C:25]3[CH:24]=[C:23]([Cl:34])[C:22]([NH2:21])=[C:27]([Cl:28])[CH:26]=3)[CH2:10][CH2:11][C:5]=2[CH:4]=1. Procedure details: The title compound is prepared from 3-(7,8-dimethoxy-1,3,4,5-tetrahydro-2H-3-benzazepin-2-on-3-yl)-1-chloropropane and 3-(4-amino-3,5-dichlorophenylamino)-propylamine analogously to Example 1. M.p.: 218°-220° C. (decomp.) The reactants are CCOC(=O)CBr, CC(=O)c1ccc(-c2ccc(Cl)c(Cl)c2)cc1, O=S(=O)(O)O, [Zn], c1ccccc1. The product is CCOC(=O)CC(C)(O)c1ccc(-c2ccc(Cl)c(Cl)c2)cc1. RXN SMILES: [Br:1][CH2:2][C:3](=[O:4])[O:5][CH2:6][CH3:7].[C:8]([CH3:9])(=[O:10])[c:11]1[cH:12][cH:13][c:14](-[c:17]2[cH:18][c:19]([Cl:24])[c:20]([Cl:23])[cH:21][cH:22]2)[cH:15][cH:16]1.[S:25](=[O:26])(=[O:27])([OH:28])[OH:29].[Zn:30].[cH:31]1[cH:32][cH:33][cH:34][cH:35][cH:36]1>>[CH2:2]([C:3](=[O:4])[O:5][CH2:6][CH3:7])[C:8]([CH3:9])([OH:10])[c:11]1[cH:12][cH:13][c:14](-[c:17]2[cH:18][c:19]([Cl:24])[c:20]([Cl:23])[cH:21][cH:22]2)[cH:15][cH:16]1. Starting materials: CC(=O)N1CCN(c2cc(Cl)ccc2C(=O)N2CCN(c3ncc(C)cc3C)CC2)C1=O, CC1COC(=O)N1. The product is CC(=O)N1CCN(c2cc(N3C(=O)OCC3C)ccc2C(=O)N2CCN(c3ncc(C)cc3C)CC2)C1=O. Reaction SMILES: [C:1]([CH3:2])(=[O:3])[N:4]1[C:5](=[O:32])[N:6]([c:9]2[c:10]([C:16](=[O:17])[N:18]3[CH2:19][CH2:20][N:21]([c:24]4[n:25][cH:26][c:27]([CH3:31])[cH:28][c:29]4[CH3:30])[CH2:22][CH2:23]3)[cH:11][cH:12][c:13]([Cl:15])[cH:14]2)[CH2:7][CH2:8]1.[CH3:33][CH:34]1[NH:35][C:36](=[O:39])[O:37][CH2:38]1>>[C:1]([CH3:2])(=[O:3])[N:4]1[C:5](=[O:32])[N:6]([c:9]2[c:10]([C:16](=[O:17])[N:18]3[CH2:19][CH2:20][N:21]([c:24]4[n:25][cH:26][c:27]([CH3:31])[cH:28][c:29]4[CH3:30])[CH2:22][CH2:23]3)[cH:11][cH:12][c:13]([N:35]3[CH:34]([CH3:33])[CH2:38][O:37][C:36]3=[O:39])[cH:14]2)[CH2:7][CH2:8]1. Reactants: C1(=CC=CC=C1)C#CC1=NOC2(C1)CCNCC2 (3-(Phenylethynyl)-1-oxa-2,8-diazaspiro[4.5]dec-2-ene), ClC=1C=C(C=CC1)C#CC1=NOC2(C1)CN(CC2)C(=O)OC(C)(C)C (Tert-butyl 3-[(3-chlorophenyl)ethynyl]-1-oxa-2,7-diazaspiro[4.4]non-2-ene-7-carboxylate). The product is ClC=1C=C(C=CC1)C#CC1=NOC2(CNC2)C1 (7-[(3-Chlorophenyl)ethynyl]-5-oxa-2,6-diazaspiro[3.4]oct-6-ene). Reaction SMILES: C1(C#CC2CC3(CCNCC3)ON=2)C=CC=CC=1.[Cl:19][C:20]1[CH:21]=[C:22]([C:26]#[C:27][C:28]2[CH2:32][C:31]3(CC[N:34]([C:37](OC(C)(C)C)=O)[CH2:33]3)[O:30][N:29]=2)[CH:23]=[CH:24][CH:25]=1>>[Cl:19][C:20]1[CH:21]=[C:22]([C:26]#[C:27][C:28]2[CH2:32][C:31]3([CH2:33][NH:34][CH2:37]3)[O:30][N:29]=2)[CH:23]=[CH:24][CH:25]=1. Reported procedure: The title compound was synthesized following the method reported for the Compound 1c, substituting Compound 1b with Compound 27c. The crude residue was used without further purification in the next reaction step.